Dataset: the Open Reaction Database (ORD), a public repository of structured organic reaction records. Task: describe an organic reaction: reactants, conditions, products, and yield The reactants are C(C1=CC=CC=C1)OC(=O)N1C2C(CC1)N(CC2)C(C(NC(C(C)NC)=O)C2CCCCC2)=O (4-[2-Cyclohexyl-2-(2-methylamino-propionylamino)-acetyl]-hexahydro-pyrrolo[3,2-b]pyrrole-1-carboxylic acid benzyl ester), Pd on-carbon. Run in CO (MeOH). Conditions: time 3 hour. Yields the product C1(CCCCC1)C(C(=O)N1C2C(CC1)NCC2)NC(C(C)NC)=O (N-[1-Cyclohexyl-2-(hexahydro-pyrrolo[3,2-b]pyrrol-1-yl)-2-oxo-ethyl]-2-methylamino-propionamide). The yield is 52.0%. As a reaction SMILES: C(OC([N:11]1[CH2:15][CH2:14][CH:13]2[N:16]([C:19](=[O:34])[CH:20]([CH:28]3[CH2:33][CH2:32][CH2:31][CH2:30][CH2:29]3)[NH:21][C:22](=[O:27])[CH:23]([NH:25][CH3:26])[CH3:24])[CH2:17][CH2:18][CH:12]12)=O)C1C=CC=CC=1>CO>[CH:28]1([CH:20]([NH:21][C:22](=[O:27])[CH:23]([NH:25][CH3:26])[CH3:24])[C:19]([N:16]2[CH2:17][CH2:18][CH:12]3[NH:11][CH2:15][CH2:14][CH:13]23)=[O:34])[CH2:33][CH2:32][CH2:31][CH2:30][CH2:29]1. Reported procedure: A 500 mL Parr bottle was charged with 117 (190 mg, 0.40 mmol) and 10% Pd-on-carbon (˜0.5 g) in MeOH (20 mL). The bottle was pressurized to 55 PSI H2 (379.2 KPa) and shaken for 3 h. The catalyst was removed by filtration through diatomaceous earth (Celite®) and washed with EtOAc and MeOH. The filtrate was concentrated in vacuo and the residue was purified by reverse-phase HPLC [Phenomenex Luna C18, 100×21.2 mm, 5-50% ACN/water containing 0.1% HOAc over 30 min; Flow: 20 mL/min]. The product-contai...